describe an organic reaction: reactants, conditions, products, and yield From a dataset of the Open Reaction Database (ORD), a public repository of structured organic reaction records. Reactants: CC(C)=O, FC1CN(CC(F)(F)F)c2ccc(Cl)cc2C(c2ccccc2)=N1, [K+], O=[Mn](=O)(=O)[O-], [Na+], O=S(Cl)Cl, O=S([O-])O, c1ccncc1. Yields the product O=C1C(F)N=C(c2ccccc2)c2cc(Cl)ccc2N1CC(F)(F)F. Reaction SMILES: [CH3:46][C:47](=[O:48])[CH3:49].[F:1][C:2]([CH2:3][N:4]1[CH2:5][CH:6]([F:22])[N:7]=[C:8]([c:16]2[cH:17][cH:18][cH:19][cH:20][cH:21]2)[c:9]2[c:10]1[cH:11][cH:12][c:13]([Cl:15])[cH:14]2)([F:23])[F:24].[K+:34].[Mn:29]([O-:30])(=[O:31])(=[O:32])=[O:33].[Na+:39].[S:25](=[O:26])([Cl:27])[Cl:28].[S:35](=[O:36])([OH:37])[O-:38].[cH:40]1[cH:41][cH:42][n:43][cH:44][cH:45]1>>[F:1][C:2]([CH2:3][N:4]1[C:5](=[O:26])[CH:6]([F:22])[N:7]=[C:8]([c:16]2[cH:17][cH:18][cH:19][cH:20][cH:21]2)[c:9]2[c:10]1[cH:11][cH:12][c:13]([Cl:15])[cH:14]2)([F:23])[F:24].